From a dataset of the Open Reaction Database (ORD), a public repository of structured organic reaction records. describe an organic reaction: reactants, conditions, products, and yield The reactants are [BH4-], COC(=O)c1cc(Br)cc([N+](=O)[O-])c1, CO, [Na+]. Yields the product COC(=O)c1cc(N)cc(Br)c1. RXN SMILES: [BH4-:15].[Br:1][c:2]1[cH:3][c:4]([C:5](=[O:6])[O:7][CH3:8])[cH:9][c:10]([N+:12]([O-:13])=[O:14])[cH:11]1.[CH3:17][OH:18].[Na+:16]>>[Br:1][c:2]1[cH:3][c:4]([C:5](=[O:6])[O:7][CH3:8])[cH:9][c:10]([NH2:12])[cH:11]1. Reactants: Cl (Hydrogen chloride), COC1=CC(=C(C(=C1)C)S(=O)(=O)N1CCCC2=CC=C(C=C12)CC(=O)N1CCC2(CCN(C2)C(=O)OC(C)(C)C)CC1)C (tert-butyl 8-(2-(1-(4-methoxy-2,6-dimethylphenylsulfonyl)-1,2,3,4-tetrahydroquinolin-7-yl)acetyl)-2,8-diazaspiro[4.5]decane-2-carboxylate). Run in CO (methanol). Reaction conditions: time 30 minute. The product is Cl.COC1=CC(=C(C(=C1)C)S(=O)(=O)N1CCCC2=CC=C(C=C12)CC(=O)N1CCC2(CCNC2)CC1)C (2-(1-(4-Methoxy-2,6-dimethylphenylsulfonyl)-1,2,3,4-tetrahydroquinolin-7-yl)-1-(2,8-diazaspiro[4.5]decan-8-yl)ethanone hydrochloride). As a reaction SMILES: [ClH:1].[CH3:2][O:3][C:4]1[CH:9]=[C:8]([CH3:10])[C:7]([S:11]([N:14]2[C:23]3[C:18](=[CH:19][CH:20]=[C:21]([CH2:24][C:25]([N:27]4[CH2:43][CH2:42][C:30]5([CH2:34][N:33](C(OC(C)(C)C)=O)[CH2:32][CH2:31]5)[CH2:29][CH2:28]4)=[O:26])[CH:22]=3)[CH2:17][CH2:16][CH2:15]2)(=[O:13])=[O:12])=[C:6]([CH3:44])[CH:5]=1>CO>[ClH:1].[CH3:2][O:3][C:4]1[CH:5]=[C:6]([CH3:44])[C:7]([S:11]([N:14]2[C:23]3[C:18](=[CH:19][CH:20]=[C:21]([CH2:24][C:25]([N:27]4[CH2:28][CH2:29][C:30]5([CH2:34][NH:33][CH2:32][CH2:31]5)[CH2:42][CH2:43]4)=[O:26])[CH:22]=3)[CH2:17][CH2:16][CH2:15]2)(=[O:12])=[O:13])=[C:8]([CH3:10])[CH:9]=1 |f:3.4|. Procedure details: Hydrogen chloride (1.25 M solution in methanol, 6.5 ml) was added at room temperature to a solution of tert-butyl 8-(2-(1-(4-methoxy-2,6-dimethylphenylsulfonyl)-1,2,3,4-tetrahydroquinolin-7-yl)acetyl)-2,8-diazaspiro[4.5]decane-2-carboxylate (0.5 g, 0.817 mmol) in methanol (5 ml), and the reaction mixture was refluxed for 1 h. The solvent was removed in vacuo and the residue was taken up in a small amount of acetone and added dropwise to cooled diethyl ether. Stirring was then carried out for 30 ... The reactants are NCCCN1CCC(c2cccc(NC(=O)C3CC3)c2)CC1, O=C(O)C(c1ccccc1)(c1ccccc1)c1ccccc1. Yields the product O=C(Nc1cccc(C2CCN(CCCNC(=O)C(c3ccccc3)(c3ccccc3)c3ccccc3)CC2)c1)C1CC1. As a reaction SMILES: [NH2:23][CH2:24][CH2:25][CH2:26][N:27]1[CH2:28][CH2:29][CH:30]([c:33]2[cH:34][c:35]([NH:39][C:40](=[O:41])[CH:42]3[CH2:43][CH2:44]3)[cH:36][cH:37][cH:38]2)[CH2:31][CH2:32]1.[c:1]1([C:7]([C:8](=[O:9])[OH:10])([c:11]2[cH:12][cH:13][cH:14][cH:15][cH:16]2)[c:17]2[cH:18][cH:19][cH:20][cH:21][cH:22]2)[cH:2][cH:3][cH:4][cH:5][cH:6]1>>[c:1]1([C:7]([C:8](=[O:9])[NH:23][CH2:24][CH2:25][CH2:26][N:27]2[CH2:28][CH2:29][CH:30]([c:33]3[cH:34][c:35]([NH:39][C:40](=[O:41])[CH:42]4[CH2:43][CH2:44]4)[cH:36][cH:37][cH:38]3)[CH2:31][CH2:32]2)([c:11]2[cH:12][cH:13][cH:14][cH:15][cH:16]2)[c:17]2[cH:18][cH:19][cH:20][cH:21][cH:22]2)[cH:2][cH:3][cH:4][cH:5][cH:6]1. The reactants are O (water), [H-].[Na+] (NaH), O[C@@H]1C[C@@H]2N(C(N(C2)C2=CC=C(C=C2)OC(F)(F)F)=O)C1 ((6R,7aS)-6-Hydroxy-2-(4-trifluoromethoxy-phenyl)-hexahydro-pyrrolo[1,2-c]imidazol-3-one), BrC(C)C1=CC=CC=C1 ((1-Bromo-ethyl)-benzene). Run in C1CCOC1 (THF). The product is C1(=CC=CC=C1)C(C)O[C@@H]1C[C@@H]2N(C(N(C2)C2=CC=C(C=C2)OC(F)(F)F)=O)C1 ((6R,7aS)-6-(1-Phenyl-ethoxy)-2-(4-trifluoromethoxy-phenyl)-hexahydro-pyrrolo[1,2-c]imidazol-3-one). The yield is 29.8%. RXN SMILES: [H-].[Na+].[OH:3][C@H:4]1[CH2:23][N:7]2[C:8](=[O:22])[N:9]([C:11]3[CH:16]=[CH:15][C:14]([O:17][C:18]([F:21])([F:20])[F:19])=[CH:13][CH:12]=3)[CH2:10][C@@H:6]2[CH2:5]1.Br[CH:25]([C:27]1[CH:32]=[CH:31][CH:30]=[CH:29][CH:28]=1)[CH3:26].O>C1COCC1>[C:27]1([CH:25]([O:3][C@H:4]2[CH2:23][N:7]3[C:8](=[O:22])[N:9]([C:11]4[CH:16]=[CH:15][C:14]([O:17][C:18]([F:21])([F:19])[F:20])=[CH:13][CH:12]=4)[CH2:10][C@@H:6]3[CH2:5]2)[CH3:26])[CH:32]=[CH:31][CH:30]=[CH:29][CH:28]=1 |f:0.1|. Procedure details: NaH (70% in oil, 7 mg, 0.2 mmol) was added to a solution of (6R,7aS)-6-Hydroxy-2-(4-trifluoromethoxy-phenyl)-hexahydro-pyrrolo[1,2-c]imidazol-3-one (example 1, step e) (50 mg, 0.165 mmol) and (1-Bromo-ethyl)-benzene (40 mg, 0.21 mmol) in anhydrous THF (10 mL), the mixture was refluxed overnight. The mixture was cooled and poured into water (20 mL), extracted with ethyl acetate (3×20 mL), the organic layers was combined, washed with brine, dried over anhydrous sodium sulfate, filtered and concent... Starting materials: BrCc1ccccc1I, Cc1ccccc1O, [H-], [Na+], C1CCOC1. Yields the product Cc1ccccc1OCc1ccccc1I. RXN SMILES: [Br:11][CH2:12][c:13]1[c:14]([I:19])[cH:15][cH:16][cH:17][cH:18]1.[CH3:3][c:4]1[cH:5][cH:6][cH:7][cH:8][c:9]1[OH:10].[H-:1].[Na+:2].[O:20]1[CH2:21][CH2:22][CH2:23][CH2:24]1>>[CH3:3][c:4]1[cH:5][cH:6][cH:7][cH:8][c:9]1[O:10][CH2:12][c:13]1[c:14]([I:19])[cH:15][cH:16][cH:17][cH:18]1.